From a dataset of the Open Reaction Database (ORD), a public repository of structured organic reaction records. describe an organic reaction: reactants, conditions, products, and yield Reactants: C(C1=CC=CC=C1)OC1=CC=C(CN2N=C(C(=C2)CCC(=O)O)C2=CC=CC=C2)C=C1 (3-[1-(4-benzyloxybenzyl)-3-phenyl-1H-pyrazol-4-yl]propionic acid), IC (iodomethane), C([O-])([O-])=O.[K+].[K+] (potassium carbonate), CN(C=O)C (N,N-dimethylformamide). Solvent: O (water). Reaction conditions: time 48 hour. Yields the product C(C1=CC=CC=C1)OC1=CC=C(CN2N=C(C(=C2)CCC(=O)OC)C2=CC=CC=C2)C=C1 (methyl 3-[1-(4-benzyloxybenzyl)-3-phenyl-1H-pyrazol-4-yl]propionate). Yield: 89.8%. RXN SMILES: [CH2:1]([O:8][C:9]1[CH:31]=[CH:30][C:12]([CH2:13][N:14]2[CH:18]=[C:17]([CH2:19][CH2:20][C:21]([OH:23])=[O:22])[C:16]([C:24]3[CH:29]=[CH:28][CH:27]=[CH:26][CH:25]=3)=[N:15]2)=[CH:11][CH:10]=1)[C:2]1[CH:7]=[CH:6][CH:5]=[CH:4][CH:3]=1.IC.[C:34](=O)([O-])[O-].[K+].[K+].CN(C)C=O>O>[CH2:1]([O:8][C:9]1[CH:31]=[CH:30][C:12]([CH2:13][N:14]2[CH:18]=[C:17]([CH2:19][CH2:20][C:21]([O:23][CH3:34])=[O:22])[C:16]([C:24]3[CH:29]=[CH:28][CH:27]=[CH:26][CH:25]=3)=[N:15]2)=[CH:11][CH:10]=1)[C:2]1[CH:3]=[CH:4][CH:5]=[CH:6][CH:7]=1 |f:2.3.4|. Procedure: A mixture of 3-[1-(4-benzyloxybenzyl)-3-phenyl-1H-pyrazol-4-yl]propionic acid (7.01 g), iodomethane (2.12 ml), potassium carbonate (4.70 g) and N,N-dimethylformamide (30 ml) was stirred at room temperature for 48 hours. The reaction mixture was poured into water, which was extracted with ethyl acetate. The ethyl acetate layer was washed with saturated aqueous sodium chloride solution, dried (MgSO4), then concentrated. The residue was subjected to silica gel column chromatography, and methyl 3-[1... The reactants are C1=CC=CC=2C3=CC=CC=C3NC12 (carbazole), BrCCCCCCCCCC (1-bromodecane), [OH-].[Na+] (NaOH). The reagents and catalysts are [Br+].C(CCC)[N+](CCCC)(CCCC)CCCC (tetrabutylammonium bromine). The solvent is C1=CC=CC=C1 (benzene). Run at temperature 80 celsius, time 2 hour. Product: C(CCCCCCCCC)N1C2=CC=CC=C2C=2C=CC=CC12 (9-decylcarbazole). Yield: 88.5%. As a reaction SMILES: [CH:1]1[C:13]2[NH:12][C:11]3[C:6](=[CH:7][CH:8]=[CH:9][CH:10]=3)[C:5]=2[CH:4]=[CH:3][CH:2]=1.Br[CH2:15][CH2:16][CH2:17][CH2:18][CH2:19][CH2:20][CH2:21][CH2:22][CH2:23][CH3:24].[OH-].[Na+]>[Br+].C([N+](CCCC)(CCCC)CCCC)CCC.C1C=CC=CC=1>[CH2:15]([N:12]1[C:11]2[CH:10]=[CH:9][CH:8]=[CH:7][C:6]=2[C:5]2[C:13]1=[CH:1][CH:2]=[CH:3][CH:4]=2)[CH2:16][CH2:17][CH2:18][CH2:19][CH2:20][CH2:21][CH2:22][CH2:23][CH3:24] |f:2.3,4.5,^3:26|. Procedure details: To a solution of carbazole (2.1 g, 12.5 mmol), benzene (10 mL), tetrabutylammonium bromine (0.1 g, 0.7 mmol) and 1-bromodecane (3.0 mL, 15 mmol), was added 50% NaOH aqueous solution (15 mL). The solution mixture was heated to 80° C. and stirred for 2 h. The solvent was evaporated in vacuo and the residue was extracted with dichloromethane (3×30 mL). The organic layer was dried over anhydrous Na2SO4 and filtered. After removal of solvent, the product was purified by silica gel column chromatograp... Reactants: bis(triphenylphosphine)palladium chloride(II), ice, P(=O)([O-])([O-])[O-] (phosphate), C[Si]([N-][Si](C)(C)C)(C)C.[Li+] (lithium hexamethyldisilazide), SC=1SC=C(N1)C=1C[C@H](N(CC1)C(=O)OCC=C)C(C)C (allyl (2S)-4-(2-mercapto-1,3-thiazol-4-yl)-2-isopropyl-3,6-dihydro-1(2H)-pyridinecarboxylate), C1CCOC1 (THF), C1CCOC1 (THF), ice water, C(C)(=O)O (acetic acid), C(CCC)[SnH](CCCC)CCCC (tributyltin hydride), O(C1=CC=CC=C1)P(OC1=C(N2C([C@@H]([C@H]2[C@H]1C)[C@@H](C)O[Si](C)(C)C)=O)C(=O)OCC=C)OC1=CC=CC=C1 (allyl (4R,5R,6S)-3-[(diphenoxyphosphino)oxy]-4-methyl-7-oxo-6-{(1R)-1-[(trimethylsilyl)oxy]ethyl}-1-azabicyclo[3.2.0]hept-2-ene-2-carboxylate), C(C)#N (acetonitrile). Reaction conditions: time 10 minute. Product: O[C@H](C)[C@@H]1[C@H]2[C@H](C(=C(N2C1=O)C(=O)O)SC=1SC=C(N1)C=1CN[C@@H](CC1)C(C)C)C ((4R,5S,6S)-6-[(1R)-1-hydroxyethyl]-3-({4-[(6S)-6-isopropyl-1,2,5,6-tetrahydro-3-pyridinyl]-1,3-thiazol-2-yl}sulfanyl)-4-methyl-7-oxo-1-azabicyclo[3.2.0]hept-2-ene-2-carboxylic acid). The yield is 17.0%. Reaction SMILES: C[Si](C)(C)[N-][Si](C)(C)C.[Li+].[SH:11][C:12]1[S:13][CH:14]=[C:15](C2C[C@@H](C(C)C)N(C(OCC=C)=O)CC=2)[N:16]=1.O(P(OC1C=CC=CC=1)O[C:41]1[C@H:47]([CH3:48])[C@H:46]2[N:43]([C:44](=[O:56])[C@@H:45]2[C@H:49]([O:51][Si](C)(C)C)[CH3:50])[C:42]=1[C:57]([O:59]CC=C)=[O:58])C1C=CC=CC=1.[C:70](#[N:72])C.[C:73](O)(=O)[CH3:74].C([SnH]([CH2:86][CH2:87][CH2:88][CH3:89])CCCC)CCC.P([O-])([O-])([O-])=O.[CH2:95]1COCC1>>[OH:51][C@@H:49]([C@H:45]1[C:44](=[O:56])[N:43]2[C@@H:46]1[C@@H:47]([CH3:48])[C:41]([S:11][C:12]1[S:13][CH:14]=[C:15]([C:88]3[CH2:89][NH:72][C@H:70]([CH:73]([CH3:74])[CH3:95])[CH2:86][CH:87]=3)[N:16]=1)=[C:42]2[C:57]([OH:59])=[O:58])[CH3:50] |f:0.1|. Reported procedure: A solution of lithium hexamethyldisilazide in THF (1M, 0.25 ml, 0.25 mmol) was added at 0–5° C. to a solution of allyl (2S)-4-(2-mercapto-1,3-thiazol-4-yl)-2-isopropyl-3,6-dihydro-1(2H)-pyridinecarboxylate (80 mg, 0.25 mmol) in THF (4.3 ml) and the mixture was stirred for 10 minutes. To the reaction solution was added at 0° C. a solution of allyl (4R,5R,6S)-3-[(diphenoxyphosphino)oxy]-4-methyl-7-oxo-6-{(1R)-1-[(trimethylsilyl)oxy]ethyl}-1-azabicyclo[3.2.0]hept-2-ene-2-carboxylate in acetonitrile... Starting materials: C(C)OC=1C=C(C=CC1OCC)/C=C/C(=O)OC (methyl 3(E)-(3,4-diethoxyphenyl)acrylate), O (water), solution, [OH-].[K+] (potassium hydroxide). The solvent is CO (methanol). Run at temperature 70 celsius. Yields the product C(C)OC=1C=C(C=CC1OCC)/C=C/C(=O)O (3(E)-(3,4-Diethoxyphenyl)acrylic acid). As a reaction SMILES: [CH2:1]([O:3][C:4]1[CH:5]=[C:6](/[CH:13]=[CH:14]/[C:15]([O:17]C)=[O:16])[CH:7]=[CH:8][C:9]=1[O:10][CH2:11][CH3:12])[CH3:2].[OH-].[K+].O>CO>[CH2:1]([O:3][C:4]1[CH:5]=[C:6](/[CH:13]=[CH:14]/[C:15]([OH:17])=[O:16])[CH:7]=[CH:8][C:9]=1[O:10][CH2:11][CH3:12])[CH3:2] |f:1.2|. Procedure: 1.0 g (4.00 mmol) of methyl 3(E)-(3,4-diethoxyphenyl)acrylate is suspended in 30 ml of a 10% solution of potassium hydroxide in methanol. Thereafter, 2 ml of water are added and the mixture is heated to 70° C. for 3 hours. The reaction mixture is then cooled and is partitioned between diethyl ether and water, the organic phase is washed several times with saturated sodium chloride solution and the combined aqueous phases are adjusted to pH 4 with a 25% hydrochloric acid solution and are extracte... Reactants: BrBr (bromine), FCC(C(C)=O)(C)CF (3,3-bisfluoromethylbutane-2-one). The solvent is C(Cl)Cl (methylene chloride). The product is FCC(C(CBr)=O)(C)CF (3,3-bisfluoromethyl-1-bromo-butan-2-one). RXN SMILES: [Br:1]Br.[F:3][CH2:4][C:5]([CH2:10][F:11])([CH3:9])[C:6](=[O:8])[CH3:7]>C(Cl)Cl>[F:3][CH2:4][C:5]([CH2:10][F:11])([CH3:9])[C:6](=[O:8])[CH2:7][Br:1]. Reported procedure: 51 ml (1 mol) of bromine were added dropwise to 136 g (1 mol) of 3,3-bisfluoromethylbutane-2-one in 700 ml of methylene chloride such that decoloration was continuous. The solvent was then distilled off under a water pump vacuum. An almost quantitative yield of crude 3,3-bisfluoromethyl-1-bromo-butan-2-one was obtained as an oil, which could be further reacted directly. Reactants: COC(=O)c1cccc2ccn(Cc3ccc(B4OC(C)(C)C(C)(C)O4)cc3)c12, Cl[Pd]Cl, [K+], [K+], [K+], C1COCCO1, O, O=P([O-])([O-])[O-], c1ccc(-c2ccccc2P(C2CCCCC2)C2CCCCC2)cc1, O=S(=O)(Oc1ccccn1)C(F)(F)F. Product: COC(=O)c1cccc2ccn(Cc3ccc(-c4ccccn4)cc3)c12. As a reaction SMILES: [CH3:1][C:2]1([CH3:3])[C:4]([CH3:5])([CH3:6])[O:7][B:8]([c:9]2[cH:10][cH:11][c:12]([CH2:13][n:14]3[cH:15][cH:16][c:17]4[cH:18][cH:19][cH:20][c:21]([C:23](=[O:24])[O:25][CH3:26])[c:22]34)[cH:27][cH:28]2)[O:29]1.[Cl:77][Pd:78][Cl:79].[K+:49].[K+:50].[K+:51].[O:81]1[CH2:82][CH2:83][O:84][CH2:85][CH2:86]1.[OH2:80].[P:44]([O-:45])([O-:46])([O-:47])=[O:48].[c:52]1(-[c:53]2[cH:54][cH:55][cH:56][cH:57][cH:58]2)[cH:59][cH:60][cH:61][cH:62][c:63]1[P:64]([CH:65]1[CH2:66][CH2:67][CH2:68][CH2:69][CH2:70]1)[CH:71]1[CH2:72][CH2:73][CH2:74][CH2:75][CH2:76]1.[n:30]1[c:31]([O:36][S:37]([C:38]([F:39])([F:40])[F:41])(=[O:42])=[O:43])[cH:32][cH:33][cH:34][cH:35]1>>[c:9]1(-[c:31]2[n:30][cH:35][cH:34][cH:33][cH:32]2)[cH:10][cH:11][c:12]([CH2:13][n:14]2[cH:15][cH:16][c:17]3[cH:18][cH:19][cH:20][c:21]([C:23](=[O:24])[O:25][CH3:26])[c:22]23)[cH:27][cH:28]1.